Dataset: the Open Reaction Database (ORD), a public repository of structured organic reaction records. Task: describe an organic reaction: reactants, conditions, products, and yield Reactants: C(C(=O)NC1=CC=CC=C1)(=O)[O-].C(C)[N+](CC)(CC)CC (tetraethylammonium oxanilate), graphite, NC1=CC=CC=C1 (aniline), C(C)OC(C(=O)OCC)=O (diethyloxalate). The reagents and catalysts are [Pt] (platinum). Product: C(C)OC(C(=O)NC1=CC=CC=C1)=O (ethyloxanilate). Yield: 90.0%. Reaction SMILES: [C:1]([O-:12])(=[O:11])[C:2]([NH:4][C:5]1[CH:10]=[CH:9][CH:8]=[CH:7][CH:6]=1)=[O:3].[CH2:13]([N+](CC)(CC)CC)[CH3:14].NC1C=CC=CC=1.C(OC(=O)C(OCC)=O)C>[Pt]>[CH2:13]([O:11][C:1](=[O:12])[C:2]([NH:4][C:5]1[CH:10]=[CH:9][CH:8]=[CH:7][CH:6]=1)=[O:3])[CH3:14] |f:0.1|. Procedure: The electrochemical oxidation of tetraethylammonium oxanilate was carried out in an one-compartment cell (graphite anode, platinum cathode). The starting material was prepared by firstly reacting aniline and diethyloxalate to give ethyloxanilate which compound was then saponified with tetraethylammonium hydroxide; the yield was more than 90%. Reactants: CC=1SC(=C2NC(NC21)=S)C(=O)OC (methyl 2,3-dihydro-4-methyl-2-thioxothieno[3,4-d]imidazole-6-carboxylate), C(C)I (ethyl iodide), [OH-].[Na+] (NaOH). The solvent is CO (methanol). Conditions: time 3 hour. The product is C(C)SC=1NC=2C(N1)=C(SC2C)C(=O)OC (Methyl 2-ethylthio-4-methylthieno[3,4-d]imidazole-6-carboxylate). Reaction SMILES: [CH3:1][C:2]1[S:3][C:4]([C:11]([O:13][CH3:14])=[O:12])=[C:5]2[C:9]=1[NH:8][C:7](=[S:10])[NH:6]2.[CH2:15](I)[CH3:16].[OH-].[Na+]>CO>[CH2:15]([S:10][C:7]1[NH:8][C:9]2[C:5](=[C:4]([C:11]([O:13][CH3:14])=[O:12])[S:3][C:2]=2[CH3:1])[N:6]=1)[CH3:16] |f:2.3|. Reported procedure: A mixture of methyl 2,3-dihydro-4-methyl-2-thioxothieno[3,4-d]imidazole-6-carboxylate (1.1 g), ethyl iodide (0.75 g), 2N NaOH (2.4 ml) and methanol (30 ml) was stirred at room temperature for 3 hours. The reaction mixture was concentrated, and there was added water to give crystals. Recrystallization from ethyl acetate--hexane afforded colorless prisms (1.0 g, 83%), m.p. 159°-160° C. Starting materials: O[C@@H]1C[C@@H]2N(C([C@H](CCCCC\C=C/C3[C@](NC2=O)(C3)C(=O)OCC)NC(=O)C3=NOC(=C3)C)=O)C1 ((2R,6S,14aR,16aS,Z)-ethyl 2-hydroxy-6-(5-methylisoxazole-3-carboxamido)-5,16-dioxo-1,2,3,5,6,7,8,9,10,11,13a,14,14a,15,16,16a-hexadecahydrocyclopropa[e]pyrrolo[1,2-a][1,4]diazacyclopentadecine-14a-carboxylate), [Li+].[OH-] (LiOH). Solvent: C1CCOC1 (THF), CO (methanol), ClCCl (dichloromethane). Conditions: temperature 10 celsius, time 22 hour. The product is O[C@@H]1C[C@@H]2N(C([C@H](CCCCC\C=C/C3[C@](NC2=O)(C3)C(=O)O)NC(=O)C3=NOC(=C3)C)=O)C1 ((2R,6S,14aR,16aS,Z)-2-hydroxy-6-(5-methylisoxazole-3-carboxamido)-5,16-dioxo-1,2,3,5,6,7,8,9,10,11,13a,14,14a,15,16,16a-hexadecahydrocyclopropa[e]pyrrolo[1,2-a][1,4]diazacyclopentadecine-14a-carboxylic acid). Yield: 77.0%. As a reaction SMILES: [OH:1][C@H:2]1[CH2:36][N:5]2[C:6](=[O:35])[C@@H:7]([NH:26][C:27]([C:29]3[CH:33]=[C:32]([CH3:34])[O:31][N:30]=3)=[O:28])[CH2:8][CH2:9][CH2:10][CH2:11][CH2:12][CH:13]=[CH:14][CH:15]3[CH2:20][C@@:16]3([C:21]([O:23]CC)=[O:22])[NH:17][C:18](=[O:19])[C@@H:4]2[CH2:3]1.[Li+].[OH-]>C1COCC1.CO.ClCCl>[OH:1][C@H:2]1[CH2:36][N:5]2[C:6](=[O:35])[C@@H:7]([NH:26][C:27]([C:29]3[CH:33]=[C:32]([CH3:34])[O:31][N:30]=3)=[O:28])[CH2:8][CH2:9][CH2:10][CH2:11][CH2:12][CH:13]=[CH:14][CH:15]3[CH2:20][C@@:16]3([C:21]([OH:23])=[O:22])[NH:17][C:18](=[O:19])[C@@H:4]2[CH2:3]1 |f:1.2|. Reported procedure: To a solution of (2R,6S,14aR,16aS,Z)-ethyl 2-hydroxy-6-(5-methylisoxazole-3-carboxamido)-5,16-dioxo-1,2,3,5,6,7,8,9,10,11,13a,14,14a,15,16,16a-hexadecahydrocyclopropa[e]pyrrolo[1,2-a][1,4]diazacyclopentadecine-14a-carboxylate in THF (62.5 grams, 16% w/w, 10 g starting material) and methanol (33 mL) at 0° C. was added 10% aq. LiOH (14.3 g, 3 equiv) keeping the temperature below 10° C. The solution was stirred at 10° C. for 22 h, then diluted with dichloromethane (150 mL). The reaction mixture was... The reactants are C(C=C)OC(=O)N1[C@@H](C[C@H](C1)OS(=O)(=O)C)CO ((2S,4R)-1-allyloxycarbonyl-2-hydroxymethyl-4-methanesulfonyloxypyrrolidine), [Cl-].[NH4+] (ammonium chloride), [N-]=[N+]=[N-].[Na+] (sodium azide). The solvent is CN(C=O)C (N,N-dimethylformamide), C(C)(=O)OCC (ethyl acetate), C(O)([O-])=O.[Na+] (sodium hydrogen carbonate). Conditions: temperature 75 celsius. Product: C(C=C)OC(=O)N1[C@@H](C[C@@H](C1)N=[N+]=[N-])CO ((2S,4S)-1-allyloxycarbonyl-4-azido-2-hydroxymethylpyrrolidine). Reaction SMILES: [CH2:1]([O:4][C:5]([N:7]1[CH2:11][C@H:10](OS(C)(=O)=O)[CH2:9][C@H:8]1[CH2:17][OH:18])=[O:6])[CH:2]=[CH2:3].[Cl-].[NH4+].[N-:21]=[N+:22]=[N-:23].[Na+]>CN(C)C=O.C(OCC)(=O)C.C(=O)([O-])O.[Na+]>[CH2:1]([O:4][C:5]([N:7]1[CH2:11][C@@H:10]([N:21]=[N+:22]=[N-:23])[CH2:9][C@H:8]1[CH2:17][OH:18])=[O:6])[CH:2]=[CH2:3] |f:1.2,3.4,7.8|. Procedure details: To a solution of (2S,4R)-1-allyloxycarbonyl-2-hydroxymethyl-4-methanesulfonyloxypyrrolidine (20.0 g) in N,N-dimethylformamide (200 ml) were added ammonium chloride (5.74 g) and sodium azide (6.98 g). The resulting mixture was heated at 75° C. for 8 hours. After cooling, the mixture was diluted with ethyl acetate (1 l) and aqueous sodium hydrogen carbonate (1 l). The organic layer was separated, washed with brine, dried over magnesium sulfate and evaporated in vacuo to give (2S,4S)-1-allyloxycarb...